This data is from the Open Reaction Database (ORD), a public repository of structured organic reaction records. The task is: describe an organic reaction: reactants, conditions, products, and yield Starting materials: CCCCP(CCCC)CCCC, OCc1ccc2c(c1)ncn2Cc1ccccc1, Cc1ccccc1, O=C(N=NC(=O)N1CCCCC1)N1CCCCC1, O=C1SC(Cc2ccc(O)cc2)C(=O)N1C(c1ccccc1)(c1ccccc1)c1ccccc1. The product is O=C1SC(Cc2ccc(OCc3ccc4c(c3)ncn4Cc3ccccc3)cc2)C(=O)N1C(c1ccccc1)(c1ccccc1)c1ccccc1. As a reaction SMILES: [CH2:53]([P:54]([CH2:55][CH2:56][CH2:57][CH3:58])[CH2:59][CH2:60][CH2:61][CH3:62])[CH2:63][CH2:64][CH3:65].[CH2:66]([c:67]1[cH:68][cH:69][cH:70][cH:71][cH:72]1)[n:73]1[cH:74][n:75][c:76]2[c:77]1[cH:78][cH:79][c:80]([CH2:82][OH:83])[cH:81]2.[CH3:84][c:85]1[cH:86][cH:87][cH:88][cH:89][cH:90]1.[N:35]([C:36]([N:37]1[CH2:38][CH2:39][CH2:40][CH2:41][CH2:42]1)=[O:43])=[N:44][C:45]([N:46]1[CH2:47][CH2:48][CH2:49][CH2:50][CH2:51]1)=[O:52].[OH:1][c:2]1[cH:3][cH:4][c:5]([CH2:6][CH:7]2[C:8](=[O:32])[N:9]([C:13]([c:14]3[cH:15][cH:16][cH:17][cH:18][cH:19]3)([c:20]3[cH:21][cH:22][cH:23][cH:24][cH:25]3)[c:26]3[cH:27][cH:28][cH:29][cH:30][cH:31]3)[C:10](=[O:12])[S:11]2)[cH:33][cH:34]1>>[O:1]([c:2]1[cH:3][cH:4][c:5]([CH2:6][CH:7]2[C:8](=[O:32])[N:9]([C:13]([c:14]3[cH:15][cH:16][cH:17][cH:18][cH:19]3)([c:20]3[cH:21][cH:22][cH:23][cH:24][cH:25]3)[c:26]3[cH:27][cH:28][cH:29][cH:30][cH:31]3)[C:10](=[O:12])[S:11]2)[cH:33][cH:34]1)[CH2:82][c:80]1[cH:79][cH:78][c:77]2[n:73]([CH2:66][c:67]3[cH:68][cH:69][cH:70][cH:71][cH:72]3)[cH:74][n:75][c:76]2[cH:81]1. Starting materials: [Li]CCCC, CCCCC(C)(C(=O)OCC)C(F)(F)F, CCO[PH](=O)OCC, CCCCCC, [CH3], C1CCOC1, O=S(=O)(O)O. The product is CCCCC(C)(C(=O)CP(=O)(OCC)OCC)C(F)(F)F. RXN SMILES: [CH2:16]([Li:17])[CH2:18][CH2:19][CH3:20].[CH2:21]([O:22][C:24]([C:25]([CH2:26][CH2:27][CH2:28][CH3:29])([CH3:30])[C:31]([F:32])([F:33])[F:34])=[O:35])[CH3:23].[CH2:2]([CH3:3])[O:4][PH:5]([O:6][CH2:7][CH3:8])=[O:9].[CH3:10][CH2:11][CH2:12][CH2:13][CH2:14][CH3:15].[CH3:1].[O:41]1[CH2:42][CH2:43][CH2:44][CH2:45]1.[S:36](=[O:37])(=[O:38])([OH:39])[OH:40]>>[CH2:2]([CH3:3])[O:4][P:5]([O:6][CH2:7][CH3:8])(=[O:9])[CH2:10][C:24]([C:25]([CH2:26][CH2:27][CH2:28][CH3:29])([CH3:30])[C:31]([F:32])([F:33])[F:34])=[O:35]. Starting materials: CCCCCCN1CCC(C)(c2cccc(C#C[Si](C)(C)C)c2)C(C)C1, CCCC[N+](CCCC)(CCCC)CCCC, ClCCl, [F-], C1CCOC1, O. Product: C#Cc1cccc(C2(C)CCN(CCCCCC)CC2C)c1. RXN SMILES: [CH2:1]([CH2:2][CH2:3][CH2:4][CH2:5][CH3:6])[N:7]1[CH2:8][CH:9]([CH3:26])[C:10]([c:13]2[cH:14][c:15]([C:19]#[C:20][Si:21]([CH3:22])([CH3:23])[CH3:24])[cH:16][cH:17][cH:18]2)([CH3:25])[CH2:11][CH2:12]1.[CH3:28][CH2:29][CH2:30][CH2:31][N+:32]([CH2:33][CH2:34][CH2:35][CH3:36])([CH2:37][CH2:38][CH2:39][CH3:40])[CH2:41][CH2:42][CH2:43][CH3:44].[Cl:50][CH2:51][Cl:52].[F-:27].[O:45]1[CH2:46][CH2:47][CH2:48][CH2:49]1.[OH2:53]>>[CH2:1]([CH2:2][CH2:3][CH2:4][CH2:5][CH3:6])[N:7]1[CH2:8][CH:9]([CH3:26])[C:10]([c:13]2[cH:14][c:15]([C:19]#[CH:20])[cH:16][cH:17][cH:18]2)([CH3:25])[CH2:11][CH2:12]1. Reactants: COC1=C(CBr)C=CC=C1OC (2, 3 dimethoxybenzylbromide), C1(=CC=CC=C1)P(C1=CC=CC=C1)C1=CC=CC=C1 (triphenyl phosphine). Run in C=1(C(=CC=CC1)C)C (xylene). Yields the product [Br-].COC1=C(C[P+](C2=CC=CC=C2)(C2=CC=CC=C2)C2=CC=CC=C2)C=CC=C1OC (2, 3 dimethoxybenzyl-triphenyl phosphonium bromide). As a reaction SMILES: [CH3:1][O:2][C:3]1[C:10]([O:11][CH3:12])=[CH:9][CH:8]=[CH:7][C:4]=1[CH2:5][Br:6].[C:13]1([P:19]([C:26]2[CH:31]=[CH:30][CH:29]=[CH:28][CH:27]=2)[C:20]2[CH:25]=[CH:24][CH:23]=[CH:22][CH:21]=2)[CH:18]=[CH:17][CH:16]=[CH:15][CH:14]=1>C1(C)C(C)=CC=CC=1>[Br-:6].[CH3:1][O:2][C:3]1[C:10]([O:11][CH3:12])=[CH:9][CH:8]=[CH:7][C:4]=1[CH2:5][P+:19]([C:20]1[CH:21]=[CH:22][CH:23]=[CH:24][CH:25]=1)([C:26]1[CH:31]=[CH:30][CH:29]=[CH:28][CH:27]=1)[C:13]1[CH:14]=[CH:15][CH:16]=[CH:17][CH:18]=1 |f:3.4|. Procedure: The nonadecylcatechol acetate (NDC-AC) used in the tests was prepared as follows: 2, 3 dimethoxybenzaldehyde was reduced in the presence of sodium borohydride and the reduction product reacted with phosphorus tribromide to form 2, 3 dimethoxybenzylbromide. The benzylbromide reaction product was refluxed with triphenyl phosphine in xylene to form 2, 3 dimethoxybenzyl-triphenyl phosphonium bromide which was then reacted with octadecanal in the presence of butyl lithium to form 2, 3 dimethoxy-nonad...